From a dataset of the Open Reaction Database (ORD), a public repository of structured organic reaction records. describe an organic reaction: reactants, conditions, products, and yield Starting materials: [N+](=O)(O)[O-] (Nitric acid), OC1=C(C=CC=C1)CCCC1=CC=C(C(=O)OC)C=C1 (methyl 4-[3-(2-hydroxyphenyl)-propyl]benzoate). The solvent is C(C)(=O)OC(C)=O (acetic anhydride), C(C)(=O)OC(C)=O (acetic anhydride). Reaction conditions: time 15 minute. Product: OC1=C(C=CC=C1[N+](=O)[O-])CCCC1=CC=C(C(=O)OC)C=C1 (methyl 4-[3-(2-hydroxy-3-nitrophenyl)propyl]benzoate), OC1=C(C=C(C=C1)[N+](=O)[O-])CCCC1=CC=C(C(=O)OC)C=C1 (methyl 4-[3-(2-hydroxy-5-nitrophenyl)propyl]benzoate). RXN SMILES: [N+:1]([O-:4])([OH:3])=[O:2].[OH:5][C:6]1[CH:11]=[CH:10][CH:9]=[CH:8][C:7]=1[CH2:12][CH2:13][CH2:14][C:15]1[CH:24]=[CH:23][C:18]([C:19]([O:21][CH3:22])=[O:20])=[CH:17][CH:16]=1>C(OC(=O)C)(=O)C>[OH:5][C:6]1[C:11]([N+:1]([O-:4])=[O:2])=[CH:10][CH:9]=[CH:8][C:7]=1[CH2:12][CH2:13][CH2:14][C:15]1[CH:16]=[CH:17][C:18]([C:19]([O:21][CH3:22])=[O:20])=[CH:23][CH:24]=1.[OH:5][C:6]1[CH:11]=[CH:10][C:9]([N+:1]([O-:3])=[O:2])=[CH:8][C:7]=1[CH2:12][CH2:13][CH2:14][C:15]1[CH:16]=[CH:17][C:18]([C:19]([O:21][CH3:22])=[O:20])=[CH:23][CH:24]=1. Procedure: Nitric acid (15M, 3.13 ml) was added to acetic anhydride 12.52 ml) at 0° C. and the mixture stirred for 15 minutes, then added to a stirred solution of methyl 4-[3-(2-hydroxyphenyl)-propyl]benzoate (12.89 g) in acetic anhydride (300 ml) at 0° C. and stirred for 18 hours. The solvent was evaporated and the resulting yellow oil purified by chromatography on silica gel using ethyl acetate: hexane (1:9 to 1:1 gradient) as eluant to give methyl 4-[3-(2-hydroxy-3-nitrophenyl)propyl]benzoate (5.4 g) an...